Dataset: the Open Reaction Database (ORD), a public repository of structured organic reaction records. Task: describe an organic reaction: reactants, conditions, products, and yield Starting materials: [BH4-], CO, [Na+], O=CC1=C(c2cccc3sccc23)N2CCN=C2S1. Product: OCC1=C(c2cccc3sccc23)N2CCN=C2S1. As a reaction SMILES: [BH4-:1].[CH3:22][OH:23].[Na+:2].[s:3]1[c:4]2[c:5]([cH:6][cH:7]1)[c:8]([C:12]1=[C:16]([CH:17]=[O:18])[S:15][C:14]3=[N:19][CH2:20][CH2:21][N:13]13)[cH:9][cH:10][cH:11]2>>[s:3]1[c:4]2[c:5]([cH:6][cH:7]1)[c:8]([C:12]1=[C:16]([CH2:17][OH:18])[S:15][C:14]3=[N:19][CH2:20][CH2:21][N:13]13)[cH:9][cH:10][cH:11]2. The reactants are Br, Cc1cc(Cl)nn2c(N)nnc12, [H-], [Na+], OCCOC1CCCCO1, CN(C)C=O, O. The product is Cc1cc(OCCOC2CCCCO2)nn2c(N)nnc12. Reaction SMILES: [BrH:13].[Cl:14][c:15]1[cH:16][c:17]([CH3:25])[c:18]2[n:19]([n:20]1)[c:21]([NH2:24])[n:22][n:23]2.[H-:11].[Na+:12].[O:1]1[CH:2]([O:7][CH2:8][CH2:9][OH:10])[CH2:3][CH2:4][CH2:5][CH2:6]1.[O:27]=[CH:28][N:29]([CH3:30])[CH3:31].[OH2:26]>>[O:1]1[CH:2]([O:7][CH2:8][CH2:9][O:10][c:15]2[cH:16][c:17]([CH3:25])[c:18]3[n:19]([n:20]2)[c:21]([NH2:24])[n:22][n:23]3)[CH2:3][CH2:4][CH2:5][CH2:6]1. Starting materials: [BH4-].[Na+] (sodium borohydride), ClC1=CC=C(C=C1)C=1N=C2N(C=C(C=C2)C=2C=C(C=CC2)C(C)=O)C1 (1-{3-[2-(4-chloro-phenyl)imidazo[1,2-a]pyridin-6-yl]phenyl}ethanone). Solvent: CO (methanol). Reaction conditions: time 1 hour. Product: ClC1=CC=C(C=C1)C=1N=C2N(C=C(C=C2)C=2C=C(C=CC2)C(C)O)C1 (Racemic 1-{3-[2-(4-chlorophenyl)imidazo[1,2-a]pyridin-6-yl]phenyl}ethanol). Isolated yield 82.2%. RXN SMILES: [BH4-].[Na+].[Cl:3][C:4]1[CH:9]=[CH:8][C:7]([C:10]2[N:11]=[C:12]3[CH:17]=[CH:16][C:15]([C:18]4[CH:19]=[C:20]([C:24](=[O:26])[CH3:25])[CH:21]=[CH:22][CH:23]=4)=[CH:14][N:13]3[CH:27]=2)=[CH:6][CH:5]=1>CO>[Cl:3][C:4]1[CH:5]=[CH:6][C:7]([C:10]2[N:11]=[C:12]3[CH:17]=[CH:16][C:15]([C:18]4[CH:19]=[C:20]([CH:24]([OH:26])[CH3:25])[CH:21]=[CH:22][CH:23]=4)=[CH:14][N:13]3[CH:27]=2)=[CH:8][CH:9]=1 |f:0.1|. Procedure details: 164 mg of sodium borohydride are added portionwise to 150 mg of 1-{3-[2-(4-chloro-phenyl)imidazo[1,2-a]pyridin-6-yl]phenyl}ethanone (compound obtained in 8.1) dissolved in 20 ml of methanol. The mixture is then stirred at ambient temperature for one hour and the solvent is then evaporated off under reduced pressure. The residue is taken up in between water and dichloromethane, the organic phase is separated by settling out and dried over sodium sulphate and the solvent is then evaporated off und...